This data is from the Open Reaction Database (ORD), a public repository of structured organic reaction records. The task is: describe an organic reaction: reactants, conditions, products, and yield Reactants: CC(C)[SiH](C(C)C)C(C)C, O=C(O)C(F)(F)F, O=C(O)CCC(CCCSC(c1ccccc1)(c1ccccc1)c1ccccc1)C(=O)O. Yields the product O=C(O)CCC(CCCS)C(=O)O. RXN SMILES: [CH:33]([SiH:34]([CH:35]([CH3:36])[CH3:37])[CH:38]([CH3:39])[CH3:40])([CH3:41])[CH3:42].[OH:43][C:44]([C:45]([F:46])([F:47])[F:48])=[O:49].[c:1]1([C:2]([c:3]2[cH:4][cH:5][cH:6][cH:7][cH:21]2)([S:8][CH2:9][CH2:10][CH2:11][CH:12]([CH2:13][CH2:14][C:15](=[O:16])[OH:17])[C:18](=[O:19])[OH:20])[c:22]2[cH:23][cH:24][cH:25][cH:26][cH:27]2)[cH:28][cH:29][cH:30][cH:31][cH:32]1>>[SH:8][CH2:9][CH2:10][CH2:11][CH:12]([CH2:13][CH2:14][C:15](=[O:16])[OH:17])[C:18](=[O:19])[OH:20]. The reactants are OC=1C=C2C=CNC2=NC1 (5-hydroxy-7-azaindole), ClC1=NC=NC2=CC(=C(C=C12)OC)OCCCN1CCN(CC1)C(=O)OC(C)(C)C (tert-Butyl 4-{3-[(4-chloro-6-methoxyquinazolin-7-yl)oxy]propyl}piperazine-1-carboxylate), C([O-])([O-])=O.[K+].[K+] (potassium carbonate). The solvent is CN(C(C)=O)C (N,N-dimethylacetamide). Conditions: temperature 85 celsius. The product is N1C=CC2=CC(=CN=C12)OC1=NC=NC2=CC(=C(C=C12)OC)OCCCN1CCN(CC1)C(=O)OC(C)(C)C (4-(7-azaindol-5-yloxy)-7-{3-[4-(tert-butoxycarbonyl)piperazin-1-yl]propoxy}-6-methoxyquinazoline). The yield is 84.6%. RXN SMILES: Cl[C:2]1[C:11]2[C:6](=[CH:7][C:8]([O:14][CH2:15][CH2:16][CH2:17][N:18]3[CH2:23][CH2:22][N:21]([C:24]([O:26][C:27]([CH3:30])([CH3:29])[CH3:28])=[O:25])[CH2:20][CH2:19]3)=[C:9]([O:12][CH3:13])[CH:10]=2)[N:5]=[CH:4][N:3]=1.[OH:31][C:32]1[CH:33]=[C:34]2[C:38](=[N:39][CH:40]=1)[NH:37][CH:36]=[CH:35]2.C(=O)([O-])[O-].[K+].[K+]>CN(C)C(=O)C>[NH:37]1[C:38]2[C:34](=[CH:33][C:32]([O:31][C:2]3[C:11]4[C:6](=[CH:7][C:8]([O:14][CH2:15][CH2:16][CH2:17][N:18]5[CH2:23][CH2:22][N:21]([C:24]([O:26][C:27]([CH3:30])([CH3:29])[CH3:28])=[O:25])[CH2:20][CH2:19]5)=[C:9]([O:12][CH3:13])[CH:10]=4)[N:5]=[CH:4][N:3]=3)=[CH:40][N:39]=2)[CH:35]=[CH:36]1 |f:2.3.4|. Procedure: tert-Butyl 4-{3-[(4-chloro-6-methoxyquinazolin-7-yl)oxy]propyl}piperazine-1-carboxylate (2.0 g, 4.42 mmol) was dissolved in N,N-dimethylacetamide (60 ml) and 5-hydroxy-7-azaindole (651 mg, 4.86 mmol), (prepared as described for the starting material in Example 2), and potassium carbonate (671 mg, 4.86 mmol) added. The reaction mixture was heated at 85° C. for 3 hours. The mixture was cooled, filtered and concentrated under reduced pressure. Column chromatography of the residue (8-10% methanol/di... The reactants are O=C(O)C(F)(F)c1ccccc1, CC(C)C(=O)Nc1ccc(F)c(C2CCN(CCCN)CC2)c1. Product: CC(C)C(=O)Nc1ccc(F)c(C2CCN(CCCNC(=O)C(F)(F)c3ccccc3)CC2)c1. RXN SMILES: [F:1][C:2]([C:3](=[O:4])[OH:5])([c:6]1[cH:7][cH:8][cH:9][cH:10][cH:11]1)[F:12].[NH2:13][CH2:14][CH2:15][CH2:16][N:17]1[CH2:18][CH2:19][CH:20]([c:23]2[cH:24][c:25]([NH:30][C:31]([CH:32]([CH3:33])[CH3:34])=[O:35])[cH:26][cH:27][c:28]2[F:29])[CH2:21][CH2:22]1>>[F:1][C:2]([C:3](=[O:5])[NH:13][CH2:14][CH2:15][CH2:16][N:17]1[CH2:18][CH2:19][CH:20]([c:23]2[cH:24][c:25]([NH:30][C:31]([CH:32]([CH3:33])[CH3:34])=[O:35])[cH:26][cH:27][c:28]2[F:29])[CH2:21][CH2:22]1)([c:6]1[cH:7][cH:8][cH:9][cH:10][cH:11]1)[F:12]. Reactants: CCOC(=O)CCCBr, O=C([O-])[O-], [K+], [K+], O, CCOC(=O)c1ccc([Se]c2cc3c(cc2O)C(C)(C)CCC3(C)C)nc1. The product is CCOC(=O)CCCOc1cc2c(cc1[Se]c1ccc(C(=O)OCC)cn1)C(C)(C)CCC2(C)C. RXN SMILES: [Br:34][CH2:35][CH2:36][CH2:37][C:38](=[O:39])[O:40][CH2:41][CH3:42].[C:28](=[O:29])([O-:30])[O-:31].[K+:32].[K+:33].[OH2:43].[OH:1][c:2]1[c:3]([Se:16][c:17]2[n:18][cH:19][c:20]([C:21](=[O:22])[O:23][CH2:24][CH3:25])[cH:26][cH:27]2)[cH:4][c:5]2[c:10]([cH:11]1)[C:9]([CH3:12])([CH3:13])[CH2:8][CH2:7][C:6]2([CH3:14])[CH3:15]>>[O:1]([c:2]1[c:3]([Se:16][c:17]2[n:18][cH:19][c:20]([C:21](=[O:22])[O:23][CH2:24][CH3:25])[cH:26][cH:27]2)[cH:4][c:5]2[c:10]([cH:11]1)[C:9]([CH3:12])([CH3:13])[CH2:8][CH2:7][C:6]2([CH3:14])[CH3:15])[CH2:35][CH2:36][CH2:37][C:38](=[O:39])[O:40][CH2:41][CH3:42]. The reactants are Cl.Cl.C(C)(C)(C)C1=C(C=CC=C1)N1CCNCC1 (1-(2-tert-butylphenyl)piperazine dihydrochloride), Example 1, C(C1=CC=CC=C1)OC1=CC=C(C(=O)O)C=C1 (4-(benzyloxy)benzoic acid), CN(C=O)C (N,N-dimethylformamide), C(C(=O)Cl)(=O)Cl (oxalyl chloride). The solvent is O (Water), O1CCCC1 (tetrahydrofuran), C(C)N(CC)CC (triethylamine), O1CCCC1 (tetrahydrofuran). Product: C(C1=CC=CC=C1)OC1=CC=C(C=C1)C(=O)N1CCN(CC1)C1=C(C=CC=C1)C(C)(C)C (1-{[4-(Benzyloxy)phenyl]carbonyl}-4-(2-tert-butylphenyl)piperazine). Isolated yield 79.0%. RXN SMILES: [CH2:1]([O:8][C:9]1[CH:17]=[CH:16][C:12]([C:13]([OH:15])=O)=[CH:11][CH:10]=1)[C:2]1[CH:7]=[CH:6][CH:5]=[CH:4][CH:3]=1.CN(C)C=O.C(Cl)(=O)C(Cl)=O.Cl.Cl.[C:31]([C:35]1[CH:40]=[CH:39][CH:38]=[CH:37][C:36]=1[N:41]1[CH2:46][CH2:45][NH:44][CH2:43][CH2:42]1)([CH3:34])([CH3:33])[CH3:32]>O1CCCC1.O.C(N(CC)CC)C>[CH2:1]([O:8][C:9]1[CH:10]=[CH:11][C:12]([C:13]([N:44]2[CH2:45][CH2:46][N:41]([C:36]3[CH:37]=[CH:38][CH:39]=[CH:40][C:35]=3[C:31]([CH3:34])([CH3:33])[CH3:32])[CH2:42][CH2:43]2)=[O:15])=[CH:16][CH:17]=1)[C:2]1[CH:3]=[CH:4][CH:5]=[CH:6][CH:7]=1 |f:3.4.5|. Procedure details: To a stirred solution of 4-(benzyloxy)benzoic acid (913 mg) and N,N-dimethylformamide (0.01 mL) in tetrahydrofuran (30 mL) was added oxalyl chloride (0.508 mL) at room temperature. After 1 h the reaction mixture was concentrated under reduced pressure to provide the residue and the residue was dissolved in tetrahydrofuran (30 mL). A mixture of 1-(2-tert-butylphenyl)piperazine dihydrochloride obtained in Reference Example 1 (1.0 g) and triethylamine (1.67 mL) was added to the solution and stirred...